Dataset: the Open Reaction Database (ORD), a public repository of structured organic reaction records. Task: describe an organic reaction: reactants, conditions, products, and yield Reactants: C(C)(=O)OC(C)=O (acetic anhydride), COC1=C(C(=CC=2C(CCC(C12)(C)C)(C)C)OC)/C=C/C1=CC=C(CO)C=C1 ((E)-4-[2-(5,6,7,8-Tetrahydro-1,3-dimethoxy-5,5,8,8-tetramethylnaphth-2-yl)-1-ethenyl]-benzyl alcohol), ice water. Solvent: N1=CC=CC=C1 (pyridine). Run at time 8 hour. Product: C(C)(=O)OCC1=CC=C(C=C1)\C=C\C1=C(C=2C(CCC(C2C=C1OC)(C)C)(C)C)OC ((E)-4-[2-(5,6,7,8-Tetrahydro-1,3-dimethoxy-5,5,8,8-tetramethylnaphth-2-yl)-1-ethenyl]-benzyl acetate). RXN SMILES: [CH3:1][O:2][C:3]1[C:12]2[C:11]([CH3:14])([CH3:13])[CH2:10][CH2:9][C:8]([CH3:16])([CH3:15])[C:7]=2[CH:6]=[C:5]([O:17][CH3:18])[C:4]=1/[CH:19]=[CH:20]/[C:21]1[CH:28]=[CH:27][C:24]([CH2:25][OH:26])=[CH:23][CH:22]=1.[C:29](OC(=O)C)(=[O:31])[CH3:30]>N1C=CC=CC=1>[C:29]([O:26][CH2:25][C:24]1[CH:23]=[CH:22][C:21](/[CH:20]=[CH:19]/[C:4]2[C:5]([O:17][CH3:18])=[CH:6][C:7]3[C:8]([CH3:16])([CH3:15])[CH2:9][CH2:10][C:11]([CH3:13])([CH3:14])[C:12]=3[C:3]=2[O:2][CH3:1])=[CH:28][CH:27]=1)(=[O:31])[CH3:30]. Procedure details: 1 g (2.7 millimoles) of the benzyl alcohol derivative from Example 27 was dissolved in 5 ml of pyridine, and 1 ml of acetic anhydride was added. The mixture was stirred overnight at room temperature, after which ice/water was added and the resulting solid was filtered off under suction, washed with water, with 0.5N HCl and again with water and dried to give 1 g of the title compound of melting point 73°-74° C. Reactants: NCCNCc1ccccc1, N#CBr. The product is Br, NC1=NCCN1Cc1ccccc1. Reaction SMILES: [CH2:1]([c:2]1[cH:3][cH:4][cH:5][cH:6][cH:7]1)[NH:8][CH2:9][CH2:10][NH2:11].[N:12]#[C:13][Br:14]>>[BrH:14].[CH2:1]([c:2]1[cH:3][cH:4][cH:5][cH:6][cH:7]1)[N:8]1[CH2:9][CH2:10][N:11]=[C:13]1[NH2:12]. Reactants: CN([SiH](C)C)[Si](C)(C)C, O=Cc1ccccc1, [Li], C1CCOC1, C#Cc1ccco1. Yields the product OC(C#Cc1ccco1)c1ccccc1. Reaction SMILES: [CH3:1][SiH:2]([CH3:3])[N:4]([CH3:5])[Si:6]([CH3:7])([CH3:8])[CH3:9].[CH:18](=[O:19])[c:20]1[cH:21][cH:22][cH:23][cH:24][cH:25]1.[Li:10].[O:26]1[CH2:27][CH2:28][CH2:29][CH2:30]1.[o:11]1[c:12]([C:16]#[CH:17])[cH:13][cH:14][cH:15]1>>[o:11]1[c:12]([C:16]#[C:17][CH:18]([OH:19])[c:20]2[cH:21][cH:22][cH:23][cH:24][cH:25]2)[cH:13][cH:14][cH:15]1. The reactants are S(=O)(=O)([O-])[O-].[Na+].[Na+] (sodium sulfate). Run in [Cl-].[Na+].O (brine). Product: S(=O)([O-])[O-].[Na+].[Na+] (sodium sulfite), S([O-])(O)=O.[Na+] (sodium bisulfite), S(=O)=O (sulfur dioxide). Reaction SMILES: [S:1]([O-])([O-:4])(=[O:3])=[O:2].[Na+:6].[Na+]>[Cl-].[Na+].O>[S:1]([O-:4])([O-:3])=[O:2].[Na+:6].[Na+:6].[S:1](=[O:2])([OH:4])[O-:3].[Na+:6].[S:1](=[O:3])=[O:2] |f:0.1.2,3.4.5,6.7.8,9.10|. Procedure details: A process for treating brine containing simultaneously sodium sulfate and at least one of sodium sulfite and sodium bisulfite so as to obtain sulfur dioxide, said process comprising the steps of Starting materials: CC(C)N1CC2N(C(=O)C(C)(N(Cc3ccccc3)C(=O)[O-])CN2S(=O)(=O)c2ccc(Cl)cc2Cl)C(Cc2ccc(Cl)cc2)C1=O, C[Si](C)(C)I, CC#N. Product: CC(C)N1CC2N(C(=O)C(C)(N)CN2S(=O)(=O)c2ccc(Cl)cc2Cl)C(Cc2ccc(Cl)cc2)C1=O. RXN SMILES: [CH2:1]([c:5]1[cH:6][cH:7][cH:9][cH:10][cH:11]1)[N:8]([C:2](=[O:3])[O-:4])[C:12]1([CH3:46])[CH2:13][N:14]([S:35](=[O:36])(=[O:37])[c:38]2[c:39]([Cl:45])[cH:40][c:41]([Cl:44])[cH:42][cH:43]2)[CH:15]2[N:16]([C:17]1=[O:18])[CH:19]([CH2:27][c:28]1[cH:29][cH:30][c:31]([Cl:34])[cH:32][cH:33]1)[C:20](=[O:26])[N:21]([CH:23]([CH3:24])[CH3:25])[CH2:22]2.[CH3:47][Si:48]([I:49])([CH3:50])[CH3:51].[CH3:52][C:53]#[N:54]>>[NH2:8][C:12]1([CH3:46])[CH2:13][N:14]([S:35](=[O:36])(=[O:37])[c:38]2[c:39]([Cl:45])[cH:40][c:41]([Cl:44])[cH:42][cH:43]2)[CH:15]2[N:16]([C:17]1=[O:18])[CH:19]([CH2:27][c:28]1[cH:29][cH:30][c:31]([Cl:34])[cH:32][cH:33]1)[C:20](=[O:26])[N:21]([CH:23]([CH3:24])[CH3:25])[CH2:22]2. Reactants: C1=C(C=CC2=CC=CC=C12)O (β-naphthol), CNC(=O)Cl (methylcarbamyl chloride). Solvent: C(C)(C)(C)C1=CC=CC=C1 (t-butylbenzene). Run at temperature 0 celsius, time 15 minute. The product is C1=C(C=CC2=CC=CC=C12)OC(NC)=O (β-naphthyl-N-methylcarbamate). Yield: 83.0%. Reaction SMILES: [CH:1]1[C:10]2[C:5](=[CH:6][CH:7]=[CH:8][CH:9]=2)[CH:4]=[CH:3][C:2]=1[OH:11].[CH3:12][NH:13][C:14](Cl)=[O:15]>C(C1C=CC=CC=1)(C)(C)C>[CH:1]1[C:10]2[C:5](=[CH:6][CH:7]=[CH:8][CH:9]=2)[CH:4]=[CH:3][C:2]=1[O:11][C:14](=[O:15])[NH:13][CH3:12]. Procedure: 72 parts by weight of β-naphthol are dissolved in 250 parts by weight of t-butylbenzene at 80° C. 46.7 parts by weight of methylcarbamyl chloride are passed into this solution over a period of 10 minutes while nitrogen is simultaneously bubbled through the solution. The reaction is complete after 15 minutes. The hot reaction solution is then cooled to 0° C. 83.5 parts by weight of β-naphthyl-N-methylcarbamate are precipitated, this being equivalent to a yield of 83% of theory. The melting point ...